This data is from the Open Reaction Database (ORD), a public repository of structured organic reaction records. The task is: describe an organic reaction: reactants, conditions, products, and yield The reactants are ClCCCl, C=Cc1c(CNC)[nH]c2ccccc12, CCN(C(C)C)C(C)C, Cl, O=C(O)C=Cc1cnc2c(c1)OCC(=O)N2, CN(C)C=O, O, O, On1nnc2ccccc21. Yields the product C=Cc1c(CN(C)C(=O)C=Cc2cnc3c(c2)OCC(=O)N3)[nH]c2ccccc12. Reaction SMILES: [CH2:1]([Cl:2])[CH2:3][Cl:4].[CH3:5][NH:6][CH2:7][c:8]1[nH:9][c:10]2[cH:11][cH:12][cH:13][cH:14][c:15]2[c:16]1[CH:17]=[CH2:18].[CH:47]([N:48]([CH2:49][CH3:50])[CH:51]([CH3:52])[CH3:53])([CH3:54])[CH3:55].[ClH:19].[O:20]=[C:21]1[NH:22][c:23]2[c:24]([cH:27][c:28]([CH:31]=[CH:32][C:33](=[O:34])[OH:35])[cH:29][n:30]2)[O:25][CH2:26]1.[O:56]=[CH:57][N:58]([CH3:59])[CH3:60].[OH2:46].[OH2:61].[OH:36][n:37]1[c:38]2[c:39]([cH:40][cH:41][cH:42][cH:43]2)[n:44][n:45]1>>[CH3:5][N:6]([CH2:7][c:8]1[nH:9][c:10]2[cH:11][cH:12][cH:13][cH:14][c:15]2[c:16]1[CH:17]=[CH2:18])[C:33]([CH:32]=[CH:31][c:28]1[cH:27][c:24]2[c:23]([n:30][cH:29]1)[NH:22][C:21](=[O:20])[CH2:26][O:25]2)=[O:34].